The task is: describe an organic reaction: reactants, conditions, products, and yield. This data is from the Open Reaction Database (ORD), a public repository of structured organic reaction records. Reactants: ClC=1C=C(N)C=CC1Cl (3,4-dichloroaniline), ClC1=C(C(=O)N=C=O)C=CC(=C1)F (2-chloro-4-fluoro-benzoyl isocyanate). Run in C1(=CC=CC=C1)C (toluene). Run at temperature 80 celsius, time 1 hour. Product: ClC1=C(C(=O)NC(=O)NC2=CC(=C(C=C2)Cl)Cl)C=CC(=C1)F (1-(2-chloro-4-fluoro-benzoyl)-3-(3,4-dichlorophenyl)-urea). Yield: 94.0%. Reaction SMILES: [Cl:1][C:2]1[CH:3]=[C:4]([CH:6]=[CH:7][C:8]=1[Cl:9])[NH2:5].[Cl:10][C:11]1[CH:21]=[C:20]([F:22])[CH:19]=[CH:18][C:12]=1[C:13]([N:15]=[C:16]=[O:17])=[O:14]>C1(C)C=CC=CC=1>[Cl:10][C:11]1[CH:21]=[C:20]([F:22])[CH:19]=[CH:18][C:12]=1[C:13]([NH:15][C:16]([NH:5][C:4]1[CH:6]=[CH:7][C:8]([Cl:9])=[C:2]([Cl:1])[CH:3]=1)=[O:17])=[O:14]. Procedure: 3.24 g (0.02 mol) of 3,4-dichloroaniline are dissolved in 60 ml of dry toluene, and 3.99 g (0.02 mol) of 2-chloro-4-fluoro-benzoyl isocyanate are added in the absence of moisture. The mixture is stirred for one hour at 80° C. and then cooled to 20°-25° C. The precipitate which separates out is filtered off under suction and dried in vacuo at 100° C. 6.8 g (94% of theory) of 1-(2-chloro-4-fluoro-benzoyl)-3-(3,4-dichlorophenyl)-urea of melting point 208° C. are obtained. Starting materials: C(C)OC(COC1=NC(=CC=C1[N+](=O)[O-])NCC1=C(C=C(C=C1)OC)OC)=O ([6-(2,4-Dimethoxy-benzylamino)-3-nitro-pyridin-2-yloxy]acetic acid ethyl ester), C(C)(=O)O (acetic acid). The reagents and catalysts are [Pd] (Pd/C). The solvent is CCO (EtOH). Run at temperature 100 celsius, time 24 hour. Product: COC1=C(CNC=2C=CC3=C(OCC(N3)=O)N2)C=CC(=C1)OC (6-(2,4-dimethoxy-benzylamino)-1H-pyrido[2,3-b][1,4]oxazin-2-one). Yield: 73.6%. As a reaction SMILES: C([O:3][C:4](=O)[CH2:5][O:6][C:7]1[C:12]([N+:13]([O-])=O)=[CH:11][CH:10]=[C:9]([NH:16][CH2:17][C:18]2[CH:23]=[CH:22][C:21]([O:24][CH3:25])=[CH:20][C:19]=2[O:26][CH3:27])[N:8]=1)C.C(O)(=O)C>[Pd].CCO>[CH3:27][O:26][C:19]1[CH:20]=[C:21]([O:24][CH3:25])[CH:22]=[CH:23][C:18]=1[CH2:17][NH:16][C:9]1[CH:10]=[CH:11][C:12]2[NH:13][C:4](=[O:3])[CH2:5][O:6][C:7]=2[N:8]=1. Procedure: [6-(2,4-Dimethoxy-benzylamino)-3-nitro-pyridin-2-yloxy]acetic acid ethyl ester (6.35 g, 16.2 mmol) and acetic acid (8 mL) were dissolved EtOH (160 mL). 10% Pd/C (635 mg) was added and the mixture was stirred under a hydrogen atmosphere for 24 hours after which time the product precipitated. The solid was collected by filtration, suspended in 1,4-dioxane (200 mL) and then heated briefly to ˜100° C. The mixture was allowed to cool and was then filtered while still luke-warm (to remove Pd/C). The f... Starting materials: II (I2), C1(CCCC2=CC=CC=C12)=NN ((3,4-dihydro-2H-naphthalen-1-ylidene)-hydrazine), C(C)(C)(C)N=C(N(C)C)N(C)C (tert-butyl-tetramethylguanidine). Run in CCOCC (ether), CCOCC (ether). Run at temperature 90 celsius, time 30 minute. Yields the product IC1=CCCC2=CC=CC=C12 (4-iodo-1,2-dihydro-naphthalene). The yield is 89.3%. RXN SMILES: [I:1]I.[C:3]1(=NN)[C:12]2[C:7](=[CH:8][CH:9]=[CH:10][CH:11]=2)[CH2:6][CH2:5][CH2:4]1.C(N=C(N(C)C)N(C)C)(C)(C)C>CCOCC>[I:1][C:3]1[C:12]2[C:7](=[CH:8][CH:9]=[CH:10][CH:11]=2)[CH2:6][CH2:5][CH:4]=1. Reported procedure: A solution of I2 (14 g, 56 mmol) in ether (100 mL) added slowly at 5° C. over a 50 minute period to a solution of (3,4-dihydro-2H-naphthalen-1-ylidene)-hydrazine (4.5 g, 28 mmol, prepared from α-tetralone and hydrazine) and tert-butyl-tetramethylguanidine (43 g, 251 mmol, prepared from tetramethylurea, triphosgene, and tert-butylamine) in ether (100 mL). After the addition is complete, the mixture is stirred for 30 minutes and the ether (100 mL) is removed. The residue is heated for 1 hout at 90... The reactants are NCCOc1cccc2ncnc(Nc3ccc(OCc4cscn4)c(Cl)c3)c12, O=C1OCCC1O. Yields the product O=C(NCCOc1cccc2ncnc(Nc3ccc(OCc4cscn4)c(Cl)c3)c12)C(O)CCO. RXN SMILES: [NH2:1][CH2:2][CH2:3][O:4][c:5]1[c:6]2[c:7]([NH:15][c:16]3[cH:17][c:18]([Cl:29])[c:19]([O:22][CH2:23][c:24]4[n:25][cH:26][s:27][cH:28]4)[cH:20][cH:21]3)[n:8][cH:9][n:10][c:11]2[cH:12][cH:13][cH:14]1.[OH:30][CH:31]1[C:32](=[O:33])[O:34][CH2:35][CH2:36]1>>[NH:1]([CH2:2][CH2:3][O:4][c:5]1[c:6]2[c:7]([NH:15][c:16]3[cH:17][c:18]([Cl:29])[c:19]([O:22][CH2:23][c:24]4[n:25][cH:26][s:27][cH:28]4)[cH:20][cH:21]3)[n:8][cH:9][n:10][c:11]2[cH:12][cH:13][cH:14]1)[C:32]([CH:31]([OH:30])[CH2:36][CH2:35][OH:34])=[O:33]. Reactants: COC(CCC(=O)CCl)=O (5-chlorolevulinic acid methyl ester). The solvent is CO (methanol). Yields the product C(CCC(=O)C)(=O)O (levulinic acid), COC(CCC(=O)C)=O (levulinic acid methyl ester). Reaction SMILES: [CH3:1][O:2][C:3](=[O:10])[CH2:4][CH2:5][C:6]([CH2:8]Cl)=[O:7]>CO>[C:3]([OH:10])(=[O:2])[CH2:4][CH2:5][C:6]([CH3:8])=[O:7].[CH3:1][O:2][C:3](=[O:10])[CH2:4][CH2:5][C:6]([CH3:8])=[O:7]. Procedure details: In connection with this it is remarkable, that the 5-chlorolevulinic acid methyl ester can be also selectively produced by means of low temperature crystallisation from the chlorination mixture, which you get from the bromination mixture of levulinic acid or levulinic acid methyl ester in methanol and the subsequent bromine/chlorine exchange, in a gentle manner as already described for the 5-bromolevulinic acid methyl ester. As in the case of the 5-bromolevulinic methyl ester you proceed in the ... Starting materials: crude product, N1(CCCCC1)CC=1C=C(OCCCN=COCC)C=CC1 (ethyl N-[3-[3-(1-piperidinylmethyl)phenoxy]propyl]formimidate), BrC1=CC=C(C=C1)S(=O)(=O)N (p-bromobenzenesulfonamide). Procedure details: To the crude product composed by ethyl N-[3-[3-(1-piperidinylmethyl)phenoxy]propyl]formimidate, 7.7 g of p-bromobenzenesulfonamide in 50 ml of methanol are dropwise added under stirring and at room temperature. The mixture is kept under stirring for 1 hour at room temperature, the solvent is removed by distillation under reduced pressure, and the obtained residue is purified by 60-silica gel column chromatography. 14.0 g of N-p-bromobenzene-sulphonyl-N'-[3-[3-(1-pipidinylmethyl)phenoxy]propyl]fo... The solvent is CO (methanol). As a reaction SMILES: [N:1]1([CH2:7][C:8]2[CH:9]=[C:10]([CH:20]=[CH:21][CH:22]=2)[O:11][CH2:12][CH2:13][CH2:14][N:15]=[CH:16]OCC)[CH2:6][CH2:5][CH2:4][CH2:3][CH2:2]1.[Br:23][C:24]1[CH:29]=[CH:28][C:27]([S:30]([NH2:33])(=[O:32])=[O:31])=[CH:26][CH:25]=1>CO>[Br:23][C:24]1[CH:25]=[CH:26][C:27]([S:30]([NH:33][CH:16]=[N:15][CH2:14][CH2:13][CH2:12][O:11][C:10]2[CH:20]=[CH:21][CH:22]=[C:8]([CH2:7][N:1]3[CH2:2][CH2:3][CH2:4][CH2:5][CH2:6]3)[CH:9]=2)(=[O:31])=[O:32])=[CH:28][CH:29]=1. The product is BrC1=CC=C(C=C1)S(=O)(=O)NC=NCCCOC1=CC(=CC=C1)CN1CCCCC1 (N-p-bromobenzene-sulphonyl-N'-[3-[3-(1-piperidinylmethyl)phenoxy]propyl]formamidine). The reactants are ClS(=O)(=O)N=C=O (chlorosulfonyl isocyanate), C(=O)O (formic acid), [Si](C)(C)(C(C)(C)C)O[C@@H]1[C@]2(C)[C@@H](CC1)[C@@H]1CCC=3C=C(C(=CC3[C@H]1CC2)C=O)O (17β-tert-butyldimethylsilyloxy-3-hydroxyestra-1,3,5(10)-triene-2-carboxaldehyde), [H-].[Na+] (sodium hydride). The solvent is C(Cl)Cl (CH2Cl2), C(Cl)Cl (CH2Cl2), CN(C)C=O (DMF). Run at time 1 hour. Yields the product OC1=CC=2CC[C@H]3[C@@H]4CC[C@@H]([C@@]4(C)CC[C@@H]3C2C=C1C=O)O (3,17β-dihydroxyestra-1,3,5(10)-triene-2-carboxaldehyde), 10. Yield: 27.0%. As a reaction SMILES: ClS(N=C=O)(=O)=O.C(O)=O.[Si]([O:18][C@H:19]1[CH2:24][CH2:23][C@H:22]2[C@H:25]3[C@H:34]([CH2:35][CH2:36][C@:20]12[CH3:21])[C:33]1[CH:32]=[C:31]([CH:37]=[O:38])[C:30]([OH:39])=[CH:29][C:28]=1[CH2:27][CH2:26]3)(C(C)(C)C)(C)C.[H-].[Na+]>C(Cl)Cl.CN(C=O)C>[OH:39][C:30]1[C:31]([CH:37]=[O:38])=[CH:32][C:33]2[C@@H:34]3[C@H:25]([C@H:22]4[C@@:20]([CH2:36][CH2:35]3)([CH3:21])[C@@H:19]([OH:18])[CH2:24][CH2:23]4)[CH2:26][CH2:27][C:28]=2[CH:29]=1 |f:3.4|. Reported procedure: To a solution of chlorosulfonyl isocyanate (0.13 mL, 1.5 mmol) in CH2Cl2 (1.0 mL) was added formic acid (0.31 mL of a CH2Cl2 solution, 5.0M, 1.6 mmol) at 0° C. The reaction mixture was warmed to room temperature and stirred for 1 h. To a solution of 17β-tert-butyldimethylsilyloxy-3-hydroxyestra-1,3,5(10)-triene-2-carbox aldehyde (9, 0.129 g, 0.31 mmol) in DMF (3.0 mL) was added sodium hydride (0.044 g of a mineral oil dispersion, 60%, 1.1 mmol) at 0° C. The reaction mixture was stirred for 1 h, ... The reactants are FC=1C=CC(=NC1)C (5-fluoro-2-methylpyridine), [Mn](=O)(=O)(=O)[O-].[K+] (potassium permanganate), O (water). The product is FC=1C=CC(=NC1)C(=O)O (5-Fluoro-2-pyridinecarboxylic acid). The yield is 28.0%. RXN SMILES: [F:1][C:2]1[CH:3]=[CH:4][C:5]([CH3:8])=[N:6][CH:7]=1.[Mn]([O-])(=O)(=O)=[O:10].[K+].[OH2:15]>>[F:1][C:2]1[CH:3]=[CH:4][C:5]([C:8]([OH:10])=[O:15])=[N:6][CH:7]=1 |f:1.2|. Reported procedure: To water (100 ml) were added 5-fluoro-2-methylpyridine (J. Med. Chem., 32, 1970(1989): 2.2 g, 20 mmol) and potassium permanganate (19.1 g, 120 mmol), and heated under reflux for 4 hours. The reaction mixture was filtrated and the filtrate was concentrated, acidified with KHSO4, extracted with ethyl acetate and the extract was dried over Na2SO4. The solvent was evaporated to give the title compound (0.80 g; 28%). Starting materials: C(C)(C)(C)N1N=CC(=C1)[N+](=O)[O-] (1-tert-butyl-4-nitro-1H-pyrazole), [H][H] (hydrogen). Reagents/catalysts: [Pd] (Pd/C). The solvent is CO (MeOH). The product is C(C)(C)(C)N1N=CC(=C1)N (1-tert-butyl-1H-pyrazol-4-ylamine). Isolated yield 91.3%. RXN SMILES: [C:1]([N:5]1[CH:9]=[C:8]([N+:10]([O-])=O)[CH:7]=[N:6]1)([CH3:4])([CH3:3])[CH3:2].[H][H]>CO.[Pd]>[C:1]([N:5]1[CH:9]=[C:8]([NH2:10])[CH:7]=[N:6]1)([CH3:4])([CH3:3])[CH3:2]. Procedure: A mixture of 1-tert-butyl-4-nitro-1H-pyrazole (20 g, 118 mmol) and Pd/C (10%, 2 g, 1.9 mmol) in MeOH (100 mL) was hydrogenated under 1 atmosphere of hydrogen at RT for 16 h. The reaction mixture was filtered and the filtrate was concentrated in vacuo to give 1-tert-butyl-1H-pyrazol-4-ylamine (15 g, 93%). 1H NMR (400 MHz, DMSO-d6): δ 7.08 (s, 1 H), 6.90 (s, 1H), 3.70 (s, 2 H), 1.41 (s, 9 H); MS (ESI) m/z: 140.1 [M+H]+. The reactants are CCOC(=O)c1cc2c(Oc3ccc(F)cc3[N+](=O)[O-])cccc2[nH]1, CCOC(C)=O. Yields the product CCOC(=O)c1cc2c(Oc3ccc(F)cc3N)cccc2[nH]1. RXN SMILES: [CH2:1]([CH3:2])[O:3][C:4](=[O:5])[c:6]1[nH:7][c:8]2[cH:9][cH:10][cH:11][c:12]([O:15][c:16]3[c:17]([N+:23]([O-:24])=[O:25])[cH:18][c:19]([F:22])[cH:20][cH:21]3)[c:13]2[cH:14]1.[CH3:26][CH2:27][O:28][C:29](=[O:30])[CH3:31]>>[CH2:1]([CH3:2])[O:3][C:4](=[O:5])[c:6]1[nH:7][c:8]2[cH:9][cH:10][cH:11][c:12]([O:15][c:16]3[c:17]([NH2:23])[cH:18][c:19]([F:22])[cH:20][cH:21]3)[c:13]2[cH:14]1.